This data is from the Open Reaction Database (ORD), a public repository of structured organic reaction records. The task is: describe an organic reaction: reactants, conditions, products, and yield The reactants are CCCCCC, Cc1ccccc1, CC(=CCCl)CCC=C(C)CCCC(C)C, c1ccc(P(c2ccccc2)c2ccccc2)cc1. Product: CC(=CC[P+](c1ccccc1)(c1ccccc1)c1ccccc1)CCC=C(C)CCCC(C)C, [Cl-]. Reaction SMILES: [CH3:36][CH2:37][CH2:38][CH2:39][CH2:40][CH3:41].[CH3:42][c:43]1[cH:44][cH:45][cH:46][cH:47][cH:48]1.[Cl:1][CH2:2][CH:3]=[C:4]([CH2:5][CH2:6][CH:7]=[C:8]([CH2:9][CH2:10][CH2:11][CH:12]([CH3:13])[CH3:14])[CH3:15])[CH3:16].[c:17]1([P:23]([c:24]2[cH:25][cH:26][cH:27][cH:28][cH:29]2)[c:30]2[cH:31][cH:32][cH:33][cH:34][cH:35]2)[cH:18][cH:19][cH:20][cH:21][cH:22]1>>[CH2:2]([CH:3]=[C:4]([CH2:5][CH2:6][CH:7]=[C:8]([CH2:9][CH2:10][CH2:11][CH:12]([CH3:13])[CH3:14])[CH3:15])[CH3:16])[P+:23]([c:17]1[cH:18][cH:19][cH:20][cH:21][cH:22]1)([c:24]1[cH:25][cH:26][cH:27][cH:28][cH:29]1)[c:30]1[cH:31][cH:32][cH:33][cH:34][cH:35]1.[Cl-:1]. The reactants are CC(C)(C)N, Cc1ccccc1, O=C(O)c1ccc(Cl)nc1, [Na+], CN(C)C=O, [OH-], O=S(Cl)Cl. The product is CC(C)(C)NC(=O)c1ccc(Cl)nc1. Reaction SMILES: [C:20]([CH3:21])([CH3:22])([CH3:23])[NH2:24].[CH3:27][c:28]1[cH:29][cH:30][cH:31][cH:32][cH:33]1.[Cl:10][c:11]1[n:12][cH:13][c:14]([C:15](=[O:16])[OH:17])[cH:18][cH:19]1.[Na+:26].[O:5]=[CH:6][N:7]([CH3:8])[CH3:9].[OH-:25].[S:1]([Cl:2])([Cl:3])=[O:4]>>[Cl:10][c:11]1[n:12][cH:13][c:14]([C:15](=[O:17])[NH:24][C:20]([CH3:21])([CH3:22])[CH3:23])[cH:18][cH:19]1.